Dataset: the Open Reaction Database (ORD), a public repository of structured organic reaction records. Task: describe an organic reaction: reactants, conditions, products, and yield The reactants are C(C=C)(=O)O (acrylic acid), O (water), C(CCC)O (butanol), S(O)(O)(=O)=O (sulfuric acid), C(CCC)O (butanol). Yields the product C(C=C)(=O)OCCCC (butyl acrylate). Reaction SMILES: [C:1]([OH:5])(=[O:4])[CH:2]=[CH2:3].S(=O)(=O)(O)O.O.[CH2:12](O)[CH2:13][CH2:14][CH3:15]>>[C:1]([O:5][CH2:12][CH2:13][CH2:14][CH3:15])(=[O:4])[CH:2]=[CH2:3]. Reported procedure: A cascade of stirred vessels, consisting of three stirred reactors each having a reaction volume of one liter and equipped with column, condenser and phase separation vessel, was charged with 500 g of the crude acrylic acid discharged from the quench, 570 g of butanol and 13 g of sulfuric acid per hour. The reaction temperature in the reactors was 106° C., 118° C. and 123° C.; the pressure was 700 mbar in each case. At the top of the column a mixture of water, butanol and butyl acrylate was obta... The reactants are C(C1=CC=CC=C1)OC(=O)NC(CO)(C)C (2-benzyloxycarbonylamino-2-methylpropanol), N1C=NC=C1 (imidazole), [Si](C)(C)(C(C)(C)C)Cl (t-butyldimethylsilyl chloride). Run in CN(C=O)C (dimethylformamide). Yields the product [Si](C)(C)(C(C)(C)C)OCC(C)(C)NC(OCC1=CC=CC=C1)=O (Benzyl N-[2-t-Butyldimethylsilyloxy-1,1-dimethylethyl]carbamate). Yield: 97.1%. Reaction SMILES: [CH2:1]([O:8][C:9]([NH:11][C:12]([CH3:16])([CH3:15])[CH2:13][OH:14])=[O:10])[C:2]1[CH:7]=[CH:6][CH:5]=[CH:4][CH:3]=1.N1C=CN=C1.[Si:22](Cl)([C:25]([CH3:28])([CH3:27])[CH3:26])([CH3:24])[CH3:23]>CN(C)C=O>[Si:22]([O:14][CH2:13][C:12]([NH:11][C:9](=[O:10])[O:8][CH2:1][C:2]1[CH:7]=[CH:6][CH:5]=[CH:4][CH:3]=1)([CH3:16])[CH3:15])([C:25]([CH3:28])([CH3:27])[CH3:26])([CH3:24])[CH3:23]. Procedure details: A procedure similar to that described in Preparation 8 was repeated, except that 10.00 g of 2-benzyloxycarbonylamino-2-methylpropanol, 7.35 g of imidazole, 150 ml of anhydrous dimethylformamide and 8.14 g of t-butyldimethylsilyl chloride were used, to give 14.68 g of the title compound having an Rf value of 0.73 (on silica gel thin layer chromatography, using a 1:4 by volume mixture of ethyl acetate and hexane as the developing solvent). The reactants are COc1ccc(B(O)O)cc1, COCCOC, CCOC(C)=O, [Na+], [Na+], O=C([O-])[O-], CS(=O)(=O)N1CCC(CC(=O)NOC2CCCCO2)(c2ccc(Br)s2)S(=O)(=O)CC1, c1ccc(P(c2ccccc2)(c2ccccc2)[Pd](P(c2ccccc2)(c2ccccc2)c2ccccc2)(P(c2ccccc2)(c2ccccc2)c2ccccc2)P(c2ccccc2)(c2ccccc2)c2ccccc2)cc1. The product is COc1ccc(-c2ccc(C3(CC(=O)NOC4CCCCO4)CCN(S(C)(=O)=O)CCS3(=O)=O)s2)cc1. As a reaction SMILES: [CH3:31][O:32][c:33]1[cH:34][cH:35][c:36]([B:39]([OH:40])[OH:41])[cH:37][cH:38]1.[CH3:48][O:49][CH2:50][CH2:51][O:52][CH3:53].[CH3:54][CH2:55][O:56][C:57](=[O:58])[CH3:59].[Na+:42].[Na+:43].[O-:44][C:45](=[O:46])[O-:47].[O:1]1[CH:2]([O:7][NH:8][C:9]([CH2:10][C:11]2([c:24]3[s:25][c:26]([Br:29])[cH:27][cH:28]3)[CH2:12][CH2:13][N:14]([S:20](=[O:21])(=[O:22])[CH3:23])[CH2:15][CH2:16][S:17]2(=[O:18])=[O:19])=[O:30])[CH2:3][CH2:4][CH2:5][CH2:6]1.[cH:60]1[cH:61][cH:62][c:63]([P:64]([Pd:65]([P:66]([c:67]2[cH:68][cH:69][cH:70][cH:71][cH:72]2)([c:73]2[cH:74][cH:75][cH:76][cH:77][cH:78]2)[c:79]2[cH:80][cH:81][cH:82][cH:83][cH:84]2)([P:85]([c:86]2[cH:87][cH:88][cH:89][cH:90][cH:91]2)([c:92]2[cH:93][cH:94][cH:95][cH:96][cH:97]2)[c:98]2[cH:99][cH:100][cH:101][cH:102][cH:103]2)[P:104]([c:105]2[cH:106][cH:107][cH:108][cH:109][cH:110]2)([c:111]2[cH:112][cH:113][cH:114][cH:115][cH:116]2)[c:117]2[cH:118][cH:119][cH:120][cH:121][cH:122]2)([c:123]2[cH:124][cH:125][cH:126][cH:127][cH:128]2)[c:129]2[cH:130][cH:131][cH:132][cH:133][cH:134]2)[cH:135][cH:136]1>>[O:1]1[CH:2]([O:7][NH:8][C:9]([CH2:10][C:11]2([c:24]3[s:25][c:26](-[c:36]4[cH:35][cH:34][c:33]([O:32][CH3:31])[cH:38][cH:37]4)[cH:27][cH:28]3)[CH2:12][CH2:13][N:14]([S:20](=[O:21])(=[O:22])[CH3:23])[CH2:15][CH2:16][S:17]2(=[O:18])=[O:19])=[O:30])[CH2:3][CH2:4][CH2:5][CH2:6]1. Reactants: C(C)(=O)Cl (acetylchloride), NC=1SC=CN1 (2-amino-thiazole), C(C)(C)(C)[N+]#[C-] (tert.-butylisonitrile), C(C1=CC=CC=C1)=O (benzaldehyde). Solvent: Cl(=O)(=O)(=O)O (perchloric acid). The product is [Cl-].C(C)(=O)[N+]=1C(=C(N2C1SC=C2)NC(C)(C)C)C2=CC=CC=C2 (7-acetyl-5-tert-butylamino-6-phenyl-imidazo[2,1-b]-thiazol-7-ium chloride). RXN SMILES: [NH2:1][C:2]1[S:3][CH:4]=[CH:5][N:6]=1.[C:7]([N+:11]#[C-:12])([CH3:10])([CH3:9])[CH3:8].[CH:13](=O)[C:14]1[CH:19]=[CH:18][CH:17]=[CH:16][CH:15]=1.[C:21]([Cl:24])(=[O:23])[CH3:22]>Cl(O)(=O)(=O)=O>[Cl-:24].[C:21]([N+:1]1[C:13]([C:14]2[CH:19]=[CH:18][CH:17]=[CH:16][CH:15]=2)=[C:12]([NH:11][C:7]([CH3:10])([CH3:9])[CH3:8])[N:6]2[CH:5]=[CH:4][S:3][C:2]=12)(=[O:23])[CH3:22] |f:5.6|. Procedure details: Example 4 was carried out in accordance with the general directions for synthesis in process step a) from 1.0 ml (0.1 mmol) 2-amino-thiazole (0.1 M, DCM), 0.575 ml (0.115 mmol) tert.-butylisonitrile solution (0.2 M, DCM), 0.500 ml (0.15 mmol) benzaldehyde solution (0.3 M, DCM) and 10 μl perchloric acid (w=20%) and in process step c) and d) by reacting the resultant reaction product with 0.4 mmol acetylchloride. The reactants are CCNCC, CCO, ClC(Cl)Cl, CCOC(=O)c1ccc(NC(C)=O)c(CBr)c1. Product: CCOC(=O)c1ccc(NC(C)=O)c(CN(CC)CC)c1. As a reaction SMILES: [CH2:18]([CH3:19])[NH:20][CH2:21][CH3:22].[CH3:27][CH2:28][OH:29].[CH:23]([Cl:24])([Cl:25])[Cl:26].[NH:1]([C:2](=[O:3])[CH3:4])[c:5]1[c:6]([CH2:7][Br:8])[cH:9][c:10]([C:13](=[O:14])[O:15][CH2:16][CH3:17])[cH:11][cH:12]1>>[NH:1]([C:2](=[O:3])[CH3:4])[c:5]1[c:6]([CH2:7][N:20]([CH2:18][CH3:19])[CH2:21][CH3:22])[cH:9][c:10]([C:13](=[O:14])[O:15][CH2:16][CH3:17])[cH:11][cH:12]1. Starting materials: CCc1ccc(-c2c(-c3ccccc3F)oc3ncnc(OC4CCCN(Cc5ccccc5)C4)c23)cc1, CCO, CO, O=CO. Product: O=C[O-], CCc1ccc(-c2c(-c3ccccc3F)oc3ncnc(OC4CCC[NH2+]C4)c23)cc1. Reaction SMILES: [CH2:1]([c:2]1[cH:3][cH:4][cH:5][cH:6][cH:7]1)[N:8]1[CH2:9][CH:10]([O:14][c:15]2[c:16]3[c:17]([n:18][cH:19][n:20]2)[o:21][c:22](-[c:32]2[c:33]([F:38])[cH:34][cH:35][cH:36][cH:37]2)[c:23]3-[c:24]2[cH:25][cH:26][c:27]([CH2:30][CH3:31])[cH:28][cH:29]2)[CH2:11][CH2:12][CH2:13]1.[CH2:42]([OH:43])[CH3:44].[CH3:45][OH:46].[CH:39](=[O:40])[OH:41]>>[CH:39](=[O:40])[O-:41].[NH2+:8]1[CH2:9][CH:10]([O:14][c:15]2[c:16]3[c:17]([n:18][cH:19][n:20]2)[o:21][c:22](-[c:32]2[c:33]([F:38])[cH:34][cH:35][cH:36][cH:37]2)[c:23]3-[c:24]2[cH:25][cH:26][c:27]([CH2:30][CH3:31])[cH:28][cH:29]2)[CH2:11][CH2:12][CH2:13]1. As a reaction SMILES: [CH2:1]([O:3][C:4](=[O:21])[CH2:5][C:6]1[CH:11]=[CH:10][C:9]([NH:12][C:13]2[C:18]([NH2:19])=[C:17]([Cl:20])[N:16]=[CH:15][N:14]=2)=[CH:8][CH:7]=1)[CH3:2].[CH:22](OCC)(OCC)OCC>>[CH2:1]([O:3][C:4](=[O:21])[CH2:5][C:6]1[CH:7]=[CH:8][C:9]([N:12]2[CH:22]=[N:19][C:18]3[C:13]2=[N:14][CH:15]=[N:16][C:17]=3[Cl:20])=[CH:10][CH:11]=1)[CH3:2]. Reactants: C(C)OC(CC1=CC=C(C=C1)NC1=NC=NC(=C1N)Cl)=O ([4-(5-amino-6-chloro-pyrimidin-4-ylamino)-phenyl]-acetic acid ethyl ester), C(OCC)(OCC)OCC (triethyl orthoformate). Run at time 1 hour. Product: C(C)OC(CC1=CC=C(C=C1)N1C2=NC=NC(=C2N=C1)Cl)=O ([4-(6-Chloro-purin-9-yl)-phenyl]-acetic acid ethyl ester). Reported procedure: A mixture of [4-(5-amino-6-chloro-pyrimidin-4-ylamino)-phenyl]-acetic acid ethyl ester (0.178 g, 0.58 mmol) and triethyl orthoformate (4 mL, 23.3 mmol, 40 equiv) is stirred for 1 h at reflux. The resulting mixture is allowed to cool to rt and concentrated in vacuo to provide the title compound as a red solid: ES-MS: 317.0 [M+H]+; tR=4.06 min (System 1).